This data is from the Open Reaction Database (ORD), a public repository of structured organic reaction records. The task is: describe an organic reaction: reactants, conditions, products, and yield The reactants are ClC1=C(C(=O)N)C(=CC=C1Cl)C(F)(F)F (2,3-dichloro-6-trifluoromethylbenzamide), P(=O)(Cl)(Cl)Cl (phosphorus oxychloride), P(=O)(Cl)(Cl)Cl (phosphorus oxychloride), O (water). Run in C1=CC=CC=C1 (benzene). Conditions: temperature 35 celsius. Product: ClC1=C(C#N)C(=CC=C1Cl)C(F)(F)F (2,3-dichloro-6-trifluoromethylbenzonitrile). The yield is 95.8%. RXN SMILES: [Cl:1][C:2]1[C:10]([Cl:11])=[CH:9][CH:8]=[C:7]([C:12]([F:15])([F:14])[F:13])[C:3]=1[C:4]([NH2:6])=O.P(Cl)(Cl)(Cl)=O.O>C1C=CC=CC=1>[Cl:1][C:2]1[C:10]([Cl:11])=[CH:9][CH:8]=[C:7]([C:12]([F:15])([F:13])[F:14])[C:3]=1[C:4]#[N:6]. Procedure: To a solution of 229 g of 2,3-dichloro-6-trifluoromethylbenzamide in 2 liters of benzene was added 409 g of phosphorus oxychloride and then the mixture was heated at ref lux for 3.5 hours. After cooling, the solution was gradually added into 2 liters of water maintained at 30-40° C. to hydrolyze the excess phosphorus oxychloride therein and was allowed to separation. The aqueous layer was extracted with benzene, and the extract was combined with the organic layer previously obtained, washed with...